This data is from the Open Reaction Database (ORD), a public repository of structured organic reaction records. The task is: describe an organic reaction: reactants, conditions, products, and yield Starting materials: CC=1C(=CC=2C(CCC(C2C1)(C)C)(C)C)CC1=CC=C(O1)C(=O)O (5-[(3,5,5,8,8-pentamethyl-5,6,7,8-tetrahydro-2-naphthalenyl)methyl]-2-furoic acid), S(=O)(Cl)Cl (thionyl chloride), S(=O)(Cl)Cl (thionyl chloride). Run in C(Cl)Cl (methylene chloride). Conditions: time 8 hour. Product: CC=1C(=CC=2C(CCC(C2C1)(C)C)(C)C)CC1=CC=C(O1)C(=O)Cl (5-[(3,5,5,8,8-pentamethyl-5,6,7,8-tetrahydro-2-naphthalenyl)methyl]-2-furoyl chloride), 8. Isolated yield 80.0%. As a reaction SMILES: [CH3:1][C:2]1[C:3]([CH2:16][C:17]2[O:21][C:20]([C:22]([OH:24])=O)=[CH:19][CH:18]=2)=[CH:4][C:5]2[C:6]([CH3:15])([CH3:14])[CH2:7][CH2:8][C:9]([CH3:13])([CH3:12])[C:10]=2[CH:11]=1.S(Cl)([Cl:27])=O>C(Cl)Cl>[CH3:1][C:2]1[C:3]([CH2:16][C:17]2[O:21][C:20]([C:22]([Cl:27])=[O:24])=[CH:19][CH:18]=2)=[CH:4][C:5]2[C:6]([CH3:15])([CH3:14])[CH2:7][CH2:8][C:9]([CH3:13])([CH3:12])[C:10]=2[CH:11]=1. Procedure details: To a solution containing 5-[(3,5,5,8,8-pentamethyl-5,6,7,8-tetrahydro-2-naphthalenyl)methyl]-2-furoic acid, 7, (20.15 g, 61.77 mmol) in methylene chloride (310 mL), thionyl chloride (45 mL, 617 mmol) was added. The reaction was heated under reflux for 5 hours and another batch of thionyl chloride (45 mL, 617 mmol) was added. The reaction was stirred overnight at room temperature. The solution was concentrated to a syrup and filtered through a pad of silica gel (50 g), eluted with 3% ethyl acetat... Starting materials: CC(C)(C)c1ccc2c(c1O)C(C)(C)CCC2, COC(Cl)Cl, [Cl-], ClCCl, O. Product: CC(C)(C)c1cc(C=O)c2c(c1O)C(C)(C)CCC2. As a reaction SMILES: [C:1]([CH3:2])([CH3:3])([CH3:4])[c:5]1[c:6]([OH:17])[c:7]2[c:12]([cH:13][cH:14]1)[CH2:11][CH2:10][CH2:9][C:8]2([CH3:15])[CH3:16].[CH3:18][O:19][CH:20]([Cl:21])[Cl:22].[Cl-:23].[Cl:25][CH2:26][Cl:27].[OH2:24]>>[C:1]([CH3:2])([CH3:3])([CH3:4])[c:5]1[c:6]([OH:17])[c:7]2[c:12]([c:13]([CH:18]=[O:19])[cH:14]1)[CH2:11][CH2:10][CH2:9][C:8]2([CH3:15])[CH3:16]. Reactants: O (water), BrCCOC (1-bromo-2-methoxyethane), BrCCOC (1-bromo-2-methoxyethane), N1CCCC2=CC=C(C=C12)CO ((1,2,3,4-tetrahydroquinolin-7-yl)methanol), BrCCOC (1-bromo-2-methoxyethane), C(=O)([O-])[O-].[Cs+].[Cs+] (Cs2CO3). Solvent: CN(C)C=O (DMF). Conditions: temperature 80 celsius, time 16 hour. The product is COCCN1CCCC2=CC=C(C=C12)CO ((1-(2-Methoxyethyl)-1,2,3,4-tetrahydroquinolin-7-yl)methanol). RXN SMILES: [NH:1]1[C:10]2[C:5](=[CH:6][CH:7]=[C:8]([CH2:11][OH:12])[CH:9]=2)[CH2:4][CH2:3][CH2:2]1.Br[CH2:14][CH2:15][O:16][CH3:17].C([O-])([O-])=O.[Cs+].[Cs+].O>CN(C=O)C>[CH3:17][O:16][CH2:15][CH2:14][N:1]1[C:10]2[C:5](=[CH:6][CH:7]=[C:8]([CH2:11][OH:12])[CH:9]=2)[CH2:4][CH2:3][CH2:2]1 |f:2.3.4|. Procedure: A mixture of (1,2,3,4-tetrahydroquinolin-7-yl)methanol (370 mg, 1.496 mmol), 1-bromo-2-methoxyethane (0.141 ml, 1.496 mmol) and Cs2CO3 (731 mg, 2.244 mmol) in DMF (10 ml). was stirred for 16 hr at 80° C. Additional 1-bromo-2-methoxyethane (0.070 ml, 0.748 mmol) was added and stirring was continued for 16 hr at 80° C. A third batch of 1-bromo-2-methoxyethane (0.070 ml, 0.748 mmol) was added and stirring was continued for 1 additional hour at 80° C. The reaction mixture was cooled to room temperat... Starting materials: COCCOc1ccccc1S(=O)(=O)N=C=O, COc1nc(C)nc(N)n1, C1COCCO1. Product: COCCOc1ccccc1S(=O)(=O)NC(=O)Nc1nc(C)nc(OC)n1. RXN SMILES: [CH3:1][O:2][CH2:3][CH2:4][O:5][c:6]1[c:7]([S:12](=[O:13])(=[O:14])[N:15]=[C:16]=[O:17])[cH:8][cH:9][cH:10][cH:11]1.[NH2:18][c:19]1[n:20][c:21]([CH3:27])[n:22][c:23]([O:25][CH3:26])[n:24]1.[O:28]1[CH2:29][CH2:30][O:31][CH2:32][CH2:33]1>>[CH3:1][O:2][CH2:3][CH2:4][O:5][c:6]1[c:7]([S:12](=[O:13])(=[O:14])[NH:15][C:16](=[O:17])[NH:18][c:19]2[n:20][c:21]([CH3:27])[n:22][c:23]([O:25][CH3:26])[n:24]2)[cH:8][cH:9][cH:10][cH:11]1. Starting materials: B(F)(F)F.CCOCC (borontrifluoride etherate), C(C)OC(=O)N1CCC2=C(C=3C(CCC3C=C2)(O)C2CC2)CC1 (1-Cyclopropyl-1-hydroxy-1,3,6,7,9,10-hexahydro-2H-8-aza-cyclohepta[e]indene-8-carboxylic acid ethyl ester), B(F)(F)F.CCOCC (borontrifluoride etherate), C(C)[SiH](CC)CC (triethylsilane). Solvent: C(Cl)Cl (DCM). Run at temperature 0 celsius, time 1 hour. The product is C(C)OC(=O)N1CCC2=C(C=3C(CCC3C=C2)C2CC2)CC1 (1-Cyclopropyl-1,3,6,7,9,10-hexahydro-2H-8-aza-cyclohepta[e]indene-8-carboxylic acid ethyl ester). As a reaction SMILES: [CH2:1]([O:3][C:4]([N:6]1[CH2:23][CH2:22][C:10]2[C:11]3[C:12]([CH:19]4[CH2:21][CH2:20]4)(O)[CH2:13][CH2:14][C:15]=3[CH:16]=[CH:17][C:9]=2[CH2:8][CH2:7]1)=[O:5])[CH3:2].C([SiH](CC)CC)C.B(F)(F)F.CCOCC>C(Cl)Cl>[CH2:1]([O:3][C:4]([N:6]1[CH2:23][CH2:22][C:10]2[C:11]3[CH:12]([CH:19]4[CH2:20][CH2:21]4)[CH2:13][CH2:14][C:15]=3[CH:16]=[CH:17][C:9]=2[CH2:8][CH2:7]1)=[O:5])[CH3:2] |f:2.3|. Reported procedure: The product from step (a) was dissolved in DCM (20 ml) and cooled to 0° C. To the stirred solution triethylsilane (943 μL, 5.85 mmol) was added, followed by borontrifluoride etherate (456 μL, 3.66 mmol). After 1 hour, additional borontrifluoride etherate (456 μL, 3.66 mmol) was added and the reaction mixture was stirred for an additional hour at 0° C. The reaction was quenched with saturated aqueous NaHCO3 (50 ml) and the aqueous layer was extracted with DCM (3×). The combined DCM extracts were ... Reactants: ClC=1C=C(C=CC1)NC1=C2C(=NC=N1)NN=C2N2CCN(CC2)C(=O)OC(C)(C)C (4-(3-chloro-phenylamino)-3-(4-tert-butyloxycarbonyl-piperazin-1-yl)-1H-pyrazolo[3,4-d]pyrimidine). Run in O1CCOCC1 (dioxane), Cl.O1CCOCC1 (HCl dioxane). Product: Cl.Cl.ClC=1C=C(C=CC1)NC1=C2C(=NC=N1)NN=C2N2CCNCC2 (4-(3-chloro-phenylamino)-3-(piperazin-1-yl)-1H-pyrazolo[3,4-d]pyrimidine dihydrochloride). RXN SMILES: [Cl:1][C:2]1[CH:3]=[C:4]([NH:8][C:9]2[N:14]=[CH:13][N:12]=[C:11]3[NH:15][N:16]=[C:17]([N:18]4[CH2:23][CH2:22][N:21](C(OC(C)(C)C)=O)[CH2:20][CH2:19]4)[C:10]=23)[CH:5]=[CH:6][CH:7]=1>O1CCOCC1.Cl.O1CCOCC1>[ClH:1].[ClH:1].[Cl:1][C:2]1[CH:3]=[C:4]([NH:8][C:9]2[N:14]=[CH:13][N:12]=[C:11]3[NH:15][N:16]=[C:17]([N:18]4[CH2:23][CH2:22][NH:21][CH2:20][CH2:19]4)[C:10]=23)[CH:5]=[CH:6][CH:7]=1 |f:2.3,4.5.6|. Procedure details: Under a nitrogen atmosphere, 2.0 g (4.65 mmol) of 4-(3-chloro-phenylamino)-3-(4-tert-butyloxycarbonyl-piperazin-1-yl)-1H-pyrazolo[3,4-d]pyrimidine (see Example 24) in 80 ml of dioxane and 80 ml of HCl/dioxane (4N) are stirred at 60° C. for 2 hours. Cooling and filtering yield 4-(3-chloro-phenylamino)-3-(piperazin-1-yl)-1H-pyrazolo[3,4-d]pyrimidine dihydrochloride; analysis calc. for C15H16N7Cl.2HCl (+0.14 H2O+5% dioxane): C44.93%, H 4.78%, N 22.97%, Cl 24.91%, H2O 0.68%; found C45.12%, H 4.73%, ...